This data is from the Open Reaction Database (ORD), a public repository of structured organic reaction records. The task is: describe an organic reaction: reactants, conditions, products, and yield The reactants are N[C@@H]1[C@H]2[C@]34C=5C(=C(C=CC5C[C@H]([C@@]3(CC1)OC)N(CC4)C)O)O2 (6α-amino-4,5α-epoxy-14β-methoxy-17-methylmorphinan-3-ol), C(C)(C)(C)OC(=O)NC(SC)=NC(=O)OC(C)(C)C (N,N′-bis-(tert.-butoxycarbonyl)-S-methylisothiourea), C(C)N(C(C)C)C(C)C (N-ethyldiisopropylamine). The reagents and catalysts are [N+](=O)([O-])[O-].[Ag+] (silver nitrate). Solvent: CN(C=O)C (N,N-dimethylformamide). Reaction conditions: time 1.5 hour. Product: O1C2=C(C=CC=3C[C@@H]4[C@@]5(CC[C@@H]([C@H]1[C@@]5(C23)CCN4C)N(C(=N)NC(=O)OC(C)(C)C)C(=O)OC(C)(C)C)OC)O (4,5α-epoxy-6α-[N,N′-bis-(tert.-butoxycarbonyl)guanidinyl]-14β-methoxy-17-methylmorphinan-3-ol). The yield is 104.8%. Reaction SMILES: N[C@H:2]1[CH2:15][CH2:14][C@:13]2([O:16][CH3:17])[C@:4]34[CH2:20][CH2:19][N:18]([CH3:21])[C@@H:12]2[CH2:11][C:10]2[CH:9]=[CH:8][C:7]([OH:22])=[C:6]([O:23][C@@H:3]13)[C:5]4=2.[C:24]([O:28][C:29]([NH:31][C:32](=[N:35][C:36]([O:38][C:39]([CH3:42])([CH3:41])[CH3:40])=[O:37])SC)=[O:30])([CH3:27])([CH3:26])[CH3:25].C([N:45](C(C)C)C(C)C)C>CN(C)C=O.[N+]([O-])([O-])=O.[Ag+]>[O:23]1[C@@H:3]2[C@@:4]34[CH2:20][CH2:19][N:18]([CH3:21])[C@@H:12]([C@:13]3([O:16][CH3:17])[CH2:14][CH2:15][C@@H:2]2[N:35]([C:36]([O:38][C:39]([CH3:42])([CH3:41])[CH3:40])=[O:37])[C:32]([NH:31][C:29]([O:28][C:24]([CH3:27])([CH3:26])[CH3:25])=[O:30])=[NH:45])[CH2:11][C:10]2=[C:5]4[C:6]1=[C:7]([OH:22])[CH:8]=[CH:9]2 |f:4.5|. Reported procedure: A solution of Compound 13 (1.00 g, 3.16 mmol), N,N′-bis-(tert.-butoxycarbonyl)-S-methylisothiourea (1.00 g, 3.44 mmol) and N-ethyldiisopropylamine (0.60 ml, 3.44 mmol) in absolute N,N-dimethylformamide (60 ml) was mixed with silver nitrate (0.55 g, 3.24 mmol) and the mixture stirred for 1.5 h. Then the silver mercaptane was filtered off through Celite and washed afterwards with CH2Cl2 (4×50 ml). The filtrate was washed with H2O (6×200 ml) and saturated NaCl solution (1×200 ml), dried (Na2SO4) an... The reactants are COC=1C=C(C(C(=O)O)=CC1OC)C(=O)O (4,5-dimethoxyphthalic acid). Run in C(C)(=O)OC(C)=O (acetic anhydride). Reaction conditions: temperature 120 celsius. Yields the product COC=1C=C2C(OC(C2=CC1OC)=O)=O (5,6-dimethoxyisobenzofuran-1,3-dione). Yield: 100.0%. As a reaction SMILES: [CH3:1][O:2][C:3]1[CH:4]=[C:5]([C:14]([OH:16])=[O:15])[C:6](=[CH:10][C:11]=1[O:12][CH3:13])[C:7]([OH:9])=O>C(OC(=O)C)(=O)C>[CH3:13][O:12][C:11]1[CH:10]=[C:6]2[C:5](=[CH:4][C:3]=1[O:2][CH3:1])[C:14](=[O:15])[O:16][C:7]2=[O:9]. Procedure details: A suspension of 4,5-dimethoxyphthalic acid (600 mg, 2.65 mmol) in acetic anhydride (5 ml) was heated to 120° C. for 1 hour. The solvent was then removed under vacuum to afford 5,6-dimethoxyisobenzofuran-1,3-dione as a yellow solid (552 mg, 2.65 mmol, quantitative yield). MS/ESI+ 208.9 [MH]+. This compound was used as such in the next step. The reactants are CC#N, COc1ccc(CO)cc1, FCCOc1ccc(CCl)cc1, [H-], [Na+], O. Product: COc1ccc(COCc2ccc(OCCF)cc2)cc1. Reaction SMILES: [CH3:26][C:27]#[N:28].[CH3:3][O:4][c:5]1[cH:6][cH:7][c:8]([CH2:9][OH:10])[cH:11][cH:12]1.[F:13][CH2:14][CH2:15][O:16][c:17]1[cH:18][cH:19][c:20]([CH2:21][Cl:22])[cH:23][cH:24]1.[H-:1].[Na+:2].[OH2:25]>>[CH3:3][O:4][c:5]1[cH:6][cH:7][c:8]([CH2:9][O:10][CH2:21][c:20]2[cH:19][cH:18][c:17]([O:16][CH2:15][CH2:14][F:13])[cH:24][cH:23]2)[cH:11][cH:12]1. Reactants: C1(=CC=CC=C1)C1=NNC(=C1)N (3-phenyl-1H-pyrazol-5-amine), CC1(OC(=O)CC(=O)O1)C (Meldrum's Acid). The solvent is CCO (EtOH). Run at temperature 75 celsius, time 1.5 hour. The product is C1(=CC=CC=C1)C=1NN=C2NC(CC(C21)C2=CC=CC=C2)=O (3,4-Diphenyl-2,4,5,7-tetrahydro-pyrazolo[3,4-b]pyridin-6-one). The yield is 142.6%. RXN SMILES: [C:1]1([C:7]2[CH:11]=[C:10]([NH2:12])[NH:9][N:8]=2)[CH:6]=[CH:5][CH:4]=[CH:3][CH:2]=1.CC1(C)[O:21][C:19](=O)[CH2:18][C:16](=O)O1>CCO>[C:1]1([C:7]2[NH:8][N:9]=[C:10]3[C:11]=2[CH:16]([C:1]2[CH:6]=[CH:5][CH:4]=[CH:3][CH:2]=2)[CH2:18][C:19](=[O:21])[NH:12]3)[CH:2]=[CH:3][CH:4]=[CH:5][CH:6]=1. Reported procedure: To 3-phenyl-1H-pyrazol-5-amine (0.20 g, 1.26 mmol) in EtOH (8 mL) was benzaldehdye (0.14 mL, 1.39 mmol) followed by Meldrum's Acid (0.318 g, 1.39 mmol) and then the reaction was heated to 75° C. After 1.5 hr, the reaction mixture was cooled to room temperature and placed in an ice bath. The product was filtered off and dried under reduced pressure to give the title compound (0.26 g, 71% yield) as a white solid. LRMS m/z (APCI+) 290 (M+1). The reactants are ON=C(C(=O)OCC)C(=O)OCC (diethyl 2-hydroxyiminomalonate), CN(C1=CC=CC=C1)C (N,N-dimethylaniline), COC1=CC=C(CO)C=C1 (4-methoxybenzyl alcohol), C(=O)(Cl)Cl (phosgene), resultant mixture, ClC(=O)ON=C(C(=O)OCC)C(=O)OCC (diethyl 2-chlorocarbonyloxyiminomalonate), Cl (hydrochloric acid). Solvent: C1=CC=CC=C1 (benzene), C1=CC=CC=C1 (benzene), C1=CC=CC=C1 (benzene), N1=CC=CC=C1 (pyridine), C1=CC=CC=C1 (Benzene), O (water). Reaction conditions: time 8 hour. Yields the product COC1=CC=C(COC(=O)ON=C(C(=O)OCC)C(=O)OCC)C=C1 (diethyl 2-(4-methoxybenzyloxycarbonyloxyimino)malonate). RXN SMILES: C(Cl)(Cl)=O.ON=C(C(OCC)=O)C(OCC)=O.CN(C)C1C=CC=CC=1.Cl[C:28]([O:30][N:31]=[C:32]([C:38]([O:40][CH2:41][CH3:42])=[O:39])[C:33]([O:35][CH2:36][CH3:37])=[O:34])=[O:29].[CH3:43][O:44][C:45]1[CH:52]=[CH:51][C:48]([CH2:49][OH:50])=[CH:47][CH:46]=1.Cl>C1C=CC=CC=1.O.N1C=CC=CC=1>[CH3:43][O:44][C:45]1[CH:52]=[CH:51][C:48]([CH2:49][O:50][C:28]([O:30][N:31]=[C:32]([C:38]([O:40][CH2:41][CH3:42])=[O:39])[C:33]([O:35][CH2:36][CH3:37])=[O:34])=[O:29])=[CH:47][CH:46]=1. Procedure: Benzene (20 ml.) was added to a solution of phosgene 2.5 g.) in benzene (11.4 ml.). To the solution was dropwise added a solution of diethyl 2-hydroxyiminomalonate (4.73 g.) and N,N-dimethylaniline (3.03 g.) in benzene (30 ml.) over 40 minutes at 5° C in nitrogen stream. The mixture was stirred for 1 hour at the same temperature and overnight at room temperature. To the resultant mixture containing diethyl 2-chlorocarbonyloxyiminomalonate was dropwise added a solution of 4-methoxybenzyl alcohol ... Reactants: N1C=CC2=C(C=CC=C12)OCC1CO1 (glycidyl 4-indolyl ether), N1C=CC2=C(C=CC=C12)OCC1CO1 (glycidyl 4-indolyl ether), [H-].[Na+] (sodium hydride), oil, S(=O)(=O)(C1=CC=C(C)C=C1)Cl (tosyl chloride). Run in O (water), C1CCOC1 (THF). Conditions: time 1 hour. Product: S(=O)(=O)(C1=CC=C(C)C=C1)N1C=CC2=C(C=CC=C12)OCC1CO1 (glycidyl N-tosyl-4-indolyl ether). Isolated yield 82.4%. As a reaction SMILES: [NH:1]1[C:9]2[C:4](=[C:5]([O:10][CH2:11][CH:12]3[O:14][CH2:13]3)[CH:6]=[CH:7][CH:8]=2)[CH:3]=[CH:2]1.[H-].[Na+].[S:17](Cl)([C:20]1[CH:26]=[CH:25][C:23]([CH3:24])=[CH:22][CH:21]=1)(=[O:19])=[O:18]>C1COCC1.O>[S:17]([N:1]1[C:9]2[C:4](=[C:5]([O:10][CH2:11][CH:12]3[O:14][CH2:13]3)[CH:6]=[CH:7][CH:8]=2)[CH:3]=[CH:2]1)([C:20]1[CH:26]=[CH:25][C:23]([CH3:24])=[CH:22][CH:21]=1)(=[O:19])=[O:18] |f:1.2|. Procedure: A solution of glycidyl 4-indolyl ether (compound 1a) (1.0 g, 5.3 mmol) in THF (5 mL) was cooled to 0° C., and sodium hydride in mineral oil (60%, 0.42 g, 10.6 mmol) and tosyl chloride (1.2 g, 6.3 mmol) were added. After being stirred at this temperature for 1 h, the reaction mixture was allowed to warm to room temperature and stirred for 2 hours. The reaction mixture was diluted with water and extracted with CHCl3 (3.50 mL). The combined organic layers were dried with Na2SO4 and concentrated. Th... As a reaction SMILES: [CH2:1]([CH3:2])[c:3]1[cH:4][cH:5][c:6]([F:9])[n:7][cH:8]1.[O:10]1[CH2:11][CH2:14][CH2:13][CH2:12]1>>[CH2:1]([CH3:2])[c:3]1[cH:4][c:5]([CH:11]=[O:10])[c:6]([F:9])[n:7][cH:8]1. Yields the product CCc1cnc(F)c(C=O)c1. The reactants are CCc1ccc(F)nc1, C1CCOC1. Starting materials: COC1=CC=C(C=C1)CSC=1NC(=C(C(N1)C1=CC(=CC=C1)[N+](=O)[O-])C(=O)OCC)C (1,4-dihydro-2-[[(4-methoxyphenyl)methyl]thio]-6-methyl-4-(3-nitrophenyl)-5-pyrimidinecarboxylic acid, ethyl ester), N1=CC=CC=C1 (pyridine), COC1=CC=C(C=C1)CSC=1N(C(C(=C(N1)C)C(=O)OCC)C1=CC(=CC=C1)[N+](=O)[O-])C(=O)OC(C)C (2-[[(4-methoxyphenyl)methyl]thio]-4-methyl-6-(3-nitrophenyl)-1,5(6H)-pyrimidinedicarboxylic acid, 5-ethyl 1-(1-methylethyl) ester), ClC(=O)OC(C)C (isopropyl chloroformate). The solvent is ClCCl (dichloromethane), ClCCl (dichloromethane), ClCCl (dichloromethane), ClCCl (dichloromethane). Run at time 16 hour. Product: CC(C)OC(=O)N1C(N(C(=C(C1)C(=O)OCC)C)C1=CC(=CC=C1)[N+](=O)[O-])SCC1=CC=C(C=C1)OC (2-[(4-Methoxyphenyl)methyl]thio-4-methyl-3-(3-nitrophenyl)-1,5(6H)-pyrimidinedicarboxylic acid 5-ethyl 1-(1-methylethyl) ester). RXN SMILES: COC1C=CC(CSC2NC(C)=C(C(OCC)=O)C([C:17]3[CH:22]=[CH:21][CH:20]=[C:19]([N+:23]([O-:25])=[O:24])[CH:18]=3)N=2)=CC=1.N1C=CC=CC=1.ClC(OC(C)C)=O.[CH3:45][O:46][C:47]1[CH:52]=[CH:51][C:50]([CH2:53][S:54][C:55]2[N:56]([C:76]([O:78][CH:79]([CH3:81])[CH3:80])=[O:77])[CH:57](C3C=CC=C([N+]([O-])=O)C=3)[C:58]([C:62]([O:64][CH2:65][CH3:66])=[O:63])=[C:59]([CH3:61])[N:60]=2)=[CH:49][CH:48]=1>ClCCl>[CH3:81][CH:79]([O:78][C:76]([N:56]1[CH2:57][C:58]([C:62]([O:64][CH2:65][CH3:66])=[O:63])=[C:59]([CH3:61])[N:60]([C:17]2[CH:22]=[CH:21][CH:20]=[C:19]([N+:23]([O-:25])=[O:24])[CH:18]=2)[CH:55]1[S:54][CH2:53][C:50]1[CH:49]=[CH:48][C:47]([O:46][CH3:45])=[CH:52][CH:51]=1)=[O:77])[CH3:80]. Procedure: A solution of 1,4-dihydro-2-[[(4-methoxyphenyl)methyl]thio]-6-methyl-4-(3-nitrophenyl)-5-pyrimidinecarboxylic acid, ethyl ester (2.0 g., 4.5 mmole) in dichloromethane (20 ml.) containing pyridine (0.71 g., 9.1 mmole) is cooled to -10° and treated dropwise with a solution of isopropyl chloroformate (0.66 g., 5.4 mmole) in dichloromethane (3 ml.). After stirring at room temperature for 16 hours, dichloromethane is added and the solution is washed with water, 1N hydrochloric acid, sodium bicarbonat... The reactants are N(=O)[O-].[Na+] (sodium nitrite), C([O-])(O)=O.[Na+] (sodium bicarbonate), Cl.NC=1C(=C(C=C(C1)C)C1=CC(=CC=C1)C(=O)O)O (3′-amino-2′-hydroxy-5′-methyl-biphenyl-3-carboxylic acid hydrochloride), C(C)C1CCC2=CC=C(C=C12)N1N=C(CC1=O)C (2-(3-ethyl-indan-5-yl)-5-methyl-2,4-dihydro-pyrazol-3-one). The solvent is Cl (hydrochloric acid), C(C)O (ethanol). Run at time 20 minute. The product is C(C)C1CCC2=CC=C(C=C12)N1N=C(C(C1=O)=NNC=1C(=C(C=C(C1)C)C1=CC(=CC=C1)C(=O)O)O)C (3′-{N′-[1-(3-ethyl-indan-5-yl)-3-methyl-5-oxo-1,5-dihydro-pyrazol-4-ylidene]-hydrazino}-2′-hydroxy-5′-methyl-biphenyl-3-carboxylic acid). Isolated yield 70.4%. As a reaction SMILES: Cl.[NH2:2][C:3]1[C:4]([OH:19])=[C:5]([C:10]2[CH:15]=[CH:14][CH:13]=[C:12]([C:16]([OH:18])=[O:17])[CH:11]=2)[CH:6]=[C:7]([CH3:9])[CH:8]=1.[N:20]([O-])=O.[Na+].[CH2:24]([CH:26]1[C:34]2[C:29](=[CH:30][CH:31]=[C:32]([N:35]3[C:39](=[O:40])[CH2:38][C:37]([CH3:41])=[N:36]3)[CH:33]=2)[CH2:28][CH2:27]1)[CH3:25].C(=O)(O)[O-].[Na+]>Cl.C(O)C>[CH2:24]([CH:26]1[C:34]2[C:29](=[CH:30][CH:31]=[C:32]([N:35]3[C:39](=[O:40])[C:38](=[N:20][NH:2][C:3]4[C:4]([OH:19])=[C:5]([C:10]5[CH:15]=[CH:14][CH:13]=[C:12]([C:16]([OH:18])=[O:17])[CH:11]=5)[CH:6]=[C:7]([CH3:9])[CH:8]=4)[C:37]([CH3:41])=[N:36]3)[CH:33]=2)[CH2:28][CH2:27]1)[CH3:25] |f:0.1,2.3,5.6|. Procedure: 3′-Amino-2′-hydroxy-5′-methyl-biphenyl-3-carboxylic acid hydrochloride 11f (298 mg, 0.92 mmol) was dissolved in 3.1 mL of hydrochloric acid (1 N) upon cooling by an ice-water bath, followed by dropwise addition of 1.2 mL of aqueous sodium nitrite (70 mg, 1.01 mmol). After the mixture was stirred for 20 minutes, 2-(3-ethyl-indan-5-yl)-5-methyl-2,4-dihydro-pyrazol-3-one 41d (200 mg, 0.83 mmol) was added. The mixture was adjusted to pH 8 with saturated aqueous sodium bicarbonate followed by additio... RXN SMILES: O.Cl.Cl.[NH2:4][C:5]1[N:13]=[CH:12][N:11]=[C:10]2[C:6]=1[N:7]=[CH:8][N:9]2[C@@H:14]1[O:19][C@H:18]([C:20]([OH:22])=[O:21])[C@@H:17]([NH:23][C:24](=[O:36])[C@H:25]([CH2:27][C:28]2[CH:33]=[CH:32][C:31]([O:34][CH3:35])=[CH:30][CH:29]=2)[NH2:26])[C@H:15]1[OH:16].[C:37]([O:41][C:42]([NH:44][C@@H:45]([C:53](O)=[O:54])[CH2:46][C:47]1[CH:52]=[CH:51][CH:50]=[CH:49][CH:48]=1)=[O:43])([CH3:40])([CH3:39])[CH3:38]>>[NH2:4][C:5]1[N:13]=[CH:12][N:11]=[C:10]2[C:6]=1[N:7]=[CH:8][N:9]2[C@@H:14]1[O:19][C@H:18]([C:20]([OH:22])=[O:21])[C@@H:17]([NH:23][C:24](=[O:36])[C@H:25]([CH2:27][C:28]2[CH:33]=[CH:32][C:31]([O:34][CH3:35])=[CH:30][CH:29]=2)[NH:26][C:53](=[O:54])[C@@H:45]([CH2:46][C:47]2[CH:52]=[CH:51][CH:50]=[CH:49][CH:48]=2)[NH:44][C:42]([O:41][C:37]([CH3:40])([CH3:38])[CH3:39])=[O:43])[C@H:15]1[OH:16] |f:0.1.2.3|. Isolated yield 89.6%. The product is NC1=C2N=CN(C2=NC=N1)[C@H]1[C@H](O)[C@@H]([C@H](O1)C(=O)O)NC([C@@H](NC([C@H](NC(=O)OC(C)(C)C)CC1=CC=CC=C1)=O)CC1=CC=C(C=C1)OC)=O (1-(6-Amino-9H-purin-9-yl)-3-[N-(N-tert-butoxycarbonyl-β-phenyl-D-alanyl)-O-methyl-L-tyrosylamino]-1,3-dideoxy-β-D-ribofuranuronic acid). Reactants: O.Cl.Cl.NC1=C2N=CN(C2=NC=N1)[C@H]1[C@H](O)[C@@H]([C@H](O1)C(=O)O)NC([C@@H](N)CC1=CC=C(C=C1)OC)=O (1-(6-amino-9H-purin-9-yl)-1,3-dideoxy-3-(O-methyl-L-tyrosylamino)-β-D-ribofuranuronic acid dihydrochloride monohydrate), N-hydroxysuccinimide ester, C(C)(C)(C)OC(=O)N[C@H](CC1=CC=CC=C1)C(=O)O (N-tert-butoxycarbonyl-β-phenyl-D-alanine). Procedure: 1-(6-Amino-9H-purin-9-yl)-3-[N-(N-tert-butoxycarbonyl-β-phenyl-D-alanyl)-O-methyl-L-tyrosylamino]-1,3-dideoxy-β-D-ribofuranuronic acid (488 mg) was prepared by reacting 1-(6-amino-9H-purin-9-yl)-1,3-dideoxy-3-(O-methyl-L-tyrosylamino)-β-D-ribofuranuronic acid dihydrochloride monohydrate (424 mg) prepared in Example 4 with N-hydroxysuccinimide ester of N-tert-butoxycarbonyl-β-phenyl-D-alanine (290 mg) according to a similar manner to that of Example 5, mp. 164°-168° C. (dec.).